Dataset: the Open Reaction Database (ORD), a public repository of structured organic reaction records. Task: describe an organic reaction: reactants, conditions, products, and yield The reactants are C(C)(=O)O[C@H]1[C@@H](C(N1S(=O)(=O)[O-])=O)NC(C(=NOC)C=1N=C(SC1)NC(CCl)=O)=O.[Na+] (sodium (3S,4S)-4-acetoxy-3-[2-(2-chloroacetamidothiazol-4-yl)-2-methoxyiminoacetamido]-2-oxoazetidine-1-sulfonate), CSC(N)=S.[Na] (sodium monomethyldithiocarbamate). The solvent is O (water). The product is C(C)(=O)O[C@H]1[C@@H](C(N1S(=O)(=O)[O-])=O)NC(C(=NOC)C=1N=C(SC1)N)=O.[Na+] (sodium (3S,4S)-4-acetoxy-3-[2-(2-aminothiazol-4-yl)-2-methoxyiminoacetamido]-2-oxoazetidine-1-sulfonate). Isolated yield 64.6%. RXN SMILES: [C:1]([O:4][C@@H:5]1[N:8]([S:9]([O-:12])(=[O:11])=[O:10])[C:7](=[O:13])[C@H:6]1[NH:14][C:15](=[O:30])[C:16]([C:20]1[N:21]=[C:22]([NH:25]C(=O)CCl)[S:23][CH:24]=1)=[N:17][O:18][CH3:19])(=[O:3])[CH3:2].[Na+:31].CSC(=S)N.[Na]>O>[C:1]([O:4][C@@H:5]1[N:8]([S:9]([O-:12])(=[O:11])=[O:10])[C:7](=[O:13])[C@H:6]1[NH:14][C:15](=[O:30])[C:16]([C:20]1[N:21]=[C:22]([NH2:25])[S:23][CH:24]=1)=[N:17][O:18][CH3:19])(=[O:3])[CH3:2].[Na+:31] |f:0.1,2.3,5.6,^1:36|. Procedure: To a solution of 0.101 g of the above sodium (3S,4S)-4-acetoxy-3-[2-(2-chloroacetamidothiazol-4-yl)-2-methoxyiminoacetamido]-2-oxoazetidine-1-sulfonate (syn-isomer) in 4 ml of water is added 28.4 mg of sodium monomethyldithiocarbamate under ice-cooling with stirring, and the mixture is stirred at room temperature for one hour. The insolubles are filtered off and the filtrate is purified on a column of XAD-II. The above procedure gives 55.4 mg of sodium (3S,4S)-4-acetoxy-3-[2-(2-aminothiazol-4-yl... Reactants: C(=O)=O.CC(=O)C (dry ice acetone), NC1=C(C=C(C=C1)C1=NN(C2=NC(=NC=C21)N)C)F (3-(4-Amino-3-fluoro-phenyl)-1-methyl-1H-pyrazolo[3,4-d]pyrimidin-6-ylamine), CS(=O)(=O)Cl (methanesulfonyl chloride). The solvent is CCOC(=O)C (EtOAc), N1=CC=CC=C1 (pyridine). Conditions: temperature -10 celsius, time 30 minute. The product is NC1=NC=C2C(=N1)N(N=C2C2=CC(=C(C=C2)NS(=O)(=O)C)F)C (N-[4-(6-Amino-1-methyl-1H-pyrazolo[3,4-d]pyrimidin-3-yl)-2-fluoro-phenyl]methanesulfonamide). As a reaction SMILES: [NH2:1][C:2]1[CH:7]=[CH:6][C:5]([C:8]2[C:16]3[C:11](=[N:12][C:13]([NH2:17])=[N:14][CH:15]=3)[N:10]([CH3:18])[N:9]=2)=[CH:4][C:3]=1[F:19].C(=O)=O.CC(C)=O.[CH3:27][S:28](Cl)(=[O:30])=[O:29]>N1C=CC=CC=1.CCOC(C)=O>[NH2:17][C:13]1[N:12]=[C:11]2[N:10]([CH3:18])[N:9]=[C:8]([C:5]3[CH:6]=[CH:7][C:2]([NH:1][S:28]([CH3:27])(=[O:30])=[O:29])=[C:3]([F:19])[CH:4]=3)[C:16]2=[CH:15][N:14]=1 |f:1.2|. Reported procedure: 3-(4-Amino-3-fluoro-phenyl)-1-methyl-1H-pyrazolo[3,4-d]pyrimidin-6-ylamine (Example 58) (0.13 g, 0.50 mmol) is dissolved in pyridine (1.5 ml) under an inert atmosphere of argon. The reaction mixture is cooled to −10° C. (dry ice/acetone bath) then methanesulfonyl chloride (0.078 ml, 0.75 mmol) is added drop wise over a period of 15 minutes. The reaction mixture is stirred at −10° C. for 30 minutes then allowed to warm to room temperature and stirred for further 3 hours. The reaction mixture is d...